From a dataset of the Open Reaction Database (ORD), a public repository of structured organic reaction records. describe an organic reaction: reactants, conditions, products, and yield The reactants are Clc1ccc(Cl)c(Cl)n1, O=[N+]([O-])O, O=S(=O)(O)O. Product: O=[N+]([O-])c1cc(Cl)c(Cl)nc1Cl. Reaction SMILES: [Cl:1][c:2]1[n:3][c:4]([Cl:9])[c:5]([Cl:8])[cH:6][cH:7]1.[OH:10][N+:11]([O-:12])=[O:13].[S:14](=[O:15])(=[O:16])([OH:17])[OH:18]>>[Cl:1][c:2]1[n:3][c:4]([Cl:9])[c:5]([Cl:8])[cH:6][c:7]1[N+:11](=[O:10])[O-:12]. The reactants are OC1(CC(=O)OC(C1Br)CCC1=C(C=CC=C1)OCC1=CC=CC=C1)C (3-hydroxy-3-methyl-4-bromo-7-(o-benzyloxyphenyl)-5-heptanolide), C(CCC)[SnH](CCCC)CCCC (tri-n-butyltin hydride), Example 2 ( a ). Solvent: O1CCCC1 (tetrahydrofuran). The product is OC1(CC(=O)OC(C1)CCC1=C(C=CC=C1)OCC1=CC=CC=C1)C (3-Hydroxy-3-methyl-7-(o-benzyloxyphenyl)-5-heptanolide). Isolated yield 75.6%. RXN SMILES: [OH:1][C:2]1([CH3:26])[CH:8](Br)[CH:7]([CH2:10][CH2:11][C:12]2[CH:17]=[CH:16][CH:15]=[CH:14][C:13]=2[O:18][CH2:19][C:20]2[CH:25]=[CH:24][CH:23]=[CH:22][CH:21]=2)[O:6][C:4](=[O:5])[CH2:3]1.C([SnH](CCCC)CCCC)CCC>O1CCCC1>[OH:1][C:2]1([CH3:26])[CH2:8][CH:7]([CH2:10][CH2:11][C:12]2[CH:17]=[CH:16][CH:15]=[CH:14][C:13]=2[O:18][CH2:19][C:20]2[CH:21]=[CH:22][CH:23]=[CH:24][CH:25]=2)[O:6][C:4](=[O:5])[CH2:3]1. Procedure details: The product obtained by reducing 0.489 g of 3-hydroxy-3-methyl-4-bromo-7-(o-benzyloxyphenyl)-5-heptanolide with 1.34 g of the tri-n-butyltin hydride in 4 ml of anhydrous tetrahydrofuran according to the method described in Example 2 (a), was purified by a thin layer chromatography affording 0.300 g of the desired compound as an oily substance.